Dataset: the Open Reaction Database (ORD), a public repository of structured organic reaction records. Task: describe an organic reaction: reactants, conditions, products, and yield The reactants are O (water), C[Al](C)C (trimethylaluminum), C[C@@]12C(CC[C@H]1[C@@H]1CCC3=CC(C=C[C@]3(C)[C@H]1CC2)=O)=O (androsta-1,4-diene-3,17-dione). The reagents and catalysts are [Cu]Br (copper(I) bromide). The solvent is O1CCOCC1 (dioxane), C1(=CC=CC=C1)C (toluene), O1CCOCC1 (dioxane), O1CCOCC1 (dioxane). Conditions: temperature 25 celsius. The product is C[C@H]1CC(C=C2CC[C@H]3[C@@H]4CCC([C@@]4(C)CC[C@@H]3[C@@]12C)=O)=O (1α-Methylandrost-4-ene-3,17-dione). As a reaction SMILES: [CH3:1][C@:2]12[CH2:19][CH2:18][C@H:17]3[C@@H:7]([CH2:8][CH2:9][C:10]4[C@:15]3([CH3:16])[CH:14]=[CH:13][C:12](=[O:20])[CH:11]=4)[C@@H:6]1[CH2:5][CH2:4][C:3]2=[O:21].[CH3:22][Al](C)C.O>O1CCOCC1.C1(C)C=CC=CC=1.[Cu]Br>[CH3:22][C@@H:14]1[C@@:15]2([CH3:16])[C:10]([CH2:9][CH2:8][C@@H:7]3[C@@H:17]2[CH2:18][CH2:19][C@@:2]2([CH3:1])[C@H:6]3[CH2:5][CH2:4][C:3]2=[O:21])=[CH:11][C:12](=[O:20])[CH2:13]1. Procedure: 14.2 g (50 mmol) of androsta-1,4-diene-3,17-dione is dissolved under nitrogen atmosphere in 100 ml of anhydrous dioxane. 716 mg (5 mmol) of copper(I) bromide is added and the solution is heated to 25° C. Then, 47 ml (55 mmol) of a 10% trimethylaluminum solution in toluene is added to the reaction, so that the temperature does not rise above 35° C. Then, it is stirred for 1.5 more hours at 35° C. For hydrolysis, 2.5 ml of water mixed with 10 ml of dioxane is added to the reaction and the solution... Reactants: CCO, ClCc1nc(-c2ccccc2)cs1, [Na+], [Na+], O=C([O-])[O-], c1ccc(N2CCNCC2)cc1. Product: c1ccc(-c2csc(CN3CCN(c4ccccc4)CC3)n2)cc1. As a reaction SMILES: [CH3:32][CH2:33][OH:34].[Cl:1][CH2:2][c:3]1[s:4][cH:5][c:6](-[c:8]2[cH:9][cH:10][cH:11][cH:12][cH:13]2)[n:7]1.[Na+:26].[Na+:27].[O-:28][C:29](=[O:30])[O-:31].[c:14]1([N:20]2[CH2:21][CH2:22][NH:23][CH2:24][CH2:25]2)[cH:15][cH:16][cH:17][cH:18][cH:19]1>>[CH2:2]([c:3]1[s:4][cH:5][c:6](-[c:8]2[cH:9][cH:10][cH:11][cH:12][cH:13]2)[n:7]1)[N:23]1[CH2:22][CH2:21][N:20]([c:14]2[cH:15][cH:16][cH:17][cH:18][cH:19]2)[CH2:25][CH2:24]1. The reactants are ClC1=C(C=NC2=CC=C(N=C12)Cl)C(C)=O (1-(4,6-dichloro-1,5-naphthyridin-3-yl)ethanone), N1(CCCC1)CC1CCC(CC1)N (4-(pyrrolidin-1-ylmethyl)cyclohexanamine). Product: ClC=1N=C2C(=C(C=NC2=CC1)C(C)=O)N[C@@H]1CC[C@H](CC1)CN1CCCC1 (1-{6-Chloro-4-[trans-4-(pyrrolidin-1-ylmethyl)cyclohexylamino]-1,5-naphthyridin-3-yl}ethanone). Yield: 18.8%. As a reaction SMILES: Cl[C:2]1[C:11]2[C:6](=[CH:7][CH:8]=[C:9]([Cl:12])[N:10]=2)[N:5]=[CH:4][C:3]=1[C:13](=[O:15])[CH3:14].[N:16]1([CH2:21][CH:22]2[CH2:27][CH2:26][CH:25]([NH2:28])[CH2:24][CH2:23]2)[CH2:20][CH2:19][CH2:18][CH2:17]1>>[Cl:12][C:9]1[N:10]=[C:11]2[C:6](=[CH:7][CH:8]=1)[N:5]=[CH:4][C:3]([C:13](=[O:15])[CH3:14])=[C:2]2[NH:28][C@H:25]1[CH2:24][CH2:23][C@H:22]([CH2:21][N:16]2[CH2:20][CH2:19][CH2:18][CH2:17]2)[CH2:27][CH2:26]1. Reported procedure: Following general procedure I, 1-(4,6-dichloro-1,5-naphthyridin-3-yl)ethanone (220 mg, 0.92 mmol) was reacted with 4-(pyrrolidin-1-ylmethyl)cyclohexanamine (200 mg, 1.1 mmol) to afford the desired product (67 mg, 19%) as a brown solid: 1H NMR (300 MHz, CDCl3) δ 10.88 (br s, 1H), 8.93 (s, 1H), 8.07 (d, J=8.7 Hz, 1H), 7.51 (d, J=8.7 Hz, 1H), 5.09-4.88 (m, 1H), 2.66 (br s, 7H), 2.46 (d, J=7.1 Hz, 2H), 2.37-2.25 (m, 2H), 2.08-1.76 (m, 6H), 1.72-1.55 (m, 1H), 1.51-1.12 (m, 4H); ESI MS m/z 387 [M+H]+ Reactants: NCC=1N(C=CC1)C1=C(C(=C(C=C1)Cl)COC=1C=CC=C2C=CC(=NC12)C)Cl (2-aminomethyl-1-[2,4-dichloro-3-(2-methylquinolin-8-yloxymethyl)phenyl]pyrrole), CN(C(=O)C1=CC=C(C=CC(=O)O)C=C1)C (4-(dimethylcarbamoyl)cinnamic acid), Cl.C(C)N=C=NCCCN(C)C (1-ethyl-3-(3-dimethylaminopropyl)carbodiimide hydrochloride), ON1N=NC2=C1C=CC=C2 (1-hydroxybenzotriazole). The solvent is CN(C=O)C (N,N-dimethylformamide), O (water). Run at time 18 hour. Yields the product ClC1=C(C=CC(=C1COC=1C=CC=C2C=CC(=NC12)C)Cl)N1C(=CC=C1)CNC(C=CC1=CC=C(C=C1)C(N(C)C)=O)=O (1-[2,4-dichloro-3-(2-methylquinolin-8-yloxymethyl)phenyl]-2-[4-(dimethylcarbamoyl)cinnamoylaminomethyl]pyrrole). The yield is 82.0%. Reaction SMILES: [NH2:1][CH2:2][C:3]1[N:4]([C:8]2[CH:13]=[CH:12][C:11]([Cl:14])=[C:10]([CH2:15][O:16][C:17]3[CH:18]=[CH:19][CH:20]=[C:21]4[C:26]=3[N:25]=[C:24]([CH3:27])[CH:23]=[CH:22]4)[C:9]=2[Cl:28])[CH:5]=[CH:6][CH:7]=1.[CH3:29][N:30]([CH3:44])[C:31]([C:33]1[CH:43]=[CH:42][C:36]([CH:37]=[CH:38][C:39](O)=[O:40])=[CH:35][CH:34]=1)=[O:32].Cl.C(N=C=NCCCN(C)C)C.ON1C2C=CC=CC=2N=N1>CN(C)C=O.O>[Cl:28][C:9]1[C:10]([CH2:15][O:16][C:17]2[CH:18]=[CH:19][CH:20]=[C:21]3[C:26]=2[N:25]=[C:24]([CH3:27])[CH:23]=[CH:22]3)=[C:11]([Cl:14])[CH:12]=[CH:13][C:8]=1[N:4]1[CH:5]=[CH:6][CH:7]=[C:3]1[CH2:2][NH:1][C:39](=[O:40])[CH:38]=[CH:37][C:36]1[CH:42]=[CH:43][C:33]([C:31](=[O:32])[N:30]([CH3:44])[CH3:29])=[CH:34][CH:35]=1 |f:2.3|. Procedure: To a solution of 2-aminomethyl-1-[2,4-dichloro-3-(2-methylquinolin-8-yloxymethyl)phenyl]pyrrole (100 mg) and 4-(dimethylcarbamoyl)cinnamic acid (58.5 mg) in N,N-dimethylformamide (2 ml) were added 1-ethyl-3-(3-dimethylaminopropyl)carbodiimide hydrochloride (55.8 mg) and 1-hydroxybenzotriazole (49.2 mg) at ambient temperature, and the mixture was allowed to stand for 18 hours. The reaction mixture was poured into water and extracted with chloroform. The separated organic layer was washed with wat... Starting materials: O=C([O-])[O-], C#CCBr, CN(C)C=O, CC1(C)COCCN1, Cl, [K+], [K+]. The product is C#CCN1CCOCC1(C)C, Cl. RXN SMILES: [C:14](=[O:15])([O-:16])[O-:17].[CH2:10]([C:11]#[CH:12])[Br:13].[CH3:20][N:21]([CH3:22])[CH:23]=[O:24].[CH3:2][C:3]1([CH3:9])[CH2:4][O:5][CH2:6][CH2:7][NH:8]1.[ClH:1].[K+:18].[K+:19]>>[CH3:2][C:3]1([CH3:9])[CH2:4][O:5][CH2:6][CH2:7][N:8]1[CH2:12][C:11]#[CH:10].[ClH:1].